Dataset: the Open Reaction Database (ORD), a public repository of structured organic reaction records. Task: describe an organic reaction: reactants, conditions, products, and yield The reactants are BrC=1C(=NC=CC1)OC1CCNCC1 (3-bromo-2-(piperidin-4-yloxy)pyridine), FC1=C(C=CC(=C1)B1OC(C(O1)(C)C)(C)C)C=1C=NC(=NC1)N (5-(2-fluoro-4-(4,4,5,5-tetramethyl-1,3,2-dioxaborolan-2-yl)phenyl)pyrimidin-2-amine). The product is FC1=C(C=CC(=C1)C=1C(=NC=CC1)OC1CCNCC1)C=1C=NC(=NC1)N (5-{2-Fluoro-4-[2-(piperidin-4-yloxy)pyridin-3-yl]phenyl}pyrimidin-2-amine). RXN SMILES: Br[C:2]1[C:3]([O:8][CH:9]2[CH2:14][CH2:13][NH:12][CH2:11][CH2:10]2)=[N:4][CH:5]=[CH:6][CH:7]=1.[F:15][C:16]1[CH:21]=[C:20](B2OC(C)(C)C(C)(C)O2)[CH:19]=[CH:18][C:17]=1[C:31]1[CH:32]=[N:33][C:34]([NH2:37])=[N:35][CH:36]=1>>[F:15][C:16]1[CH:21]=[C:20]([C:2]2[C:3]([O:8][CH:9]3[CH2:14][CH2:13][NH:12][CH2:11][CH2:10]3)=[N:4][CH:5]=[CH:6][CH:7]=2)[CH:19]=[CH:18][C:17]=1[C:31]1[CH:36]=[N:35][C:34]([NH2:37])=[N:33][CH:32]=1. Reported procedure: The title compound was prepared in a manner similar to that described in Example 88 using 3-bromo-2-(piperidin-4-yloxy)pyridine and 5-(2-fluoro-4-(4,4,5,5-tetramethyl-1,3,2-dioxaborolan-2-yl)phenyl)pyrimidin-2-amine. MS (ESI): mass calcd. for C20H20FN5O, 365.17; m/z found, 366.0 [M+H]+. 1H NMR (400 MHz, DMSO-d6) δ 8.51 (d, J=1.5, 2H), 8.20 (dd, J=4.9, 1.9, 1H), 7.89 (dd, J=7.4, 1.9, 1H), 7.68-7.51 (m, 3H), 7.14 (dd, J=7.4, 4.9, 1H), 6.90 (s, 2H), 5.36 (s, 1H), 3.06 (d, J=11.3, 4H), 2.13 (s, 2H),... The reactants are Cc1ccccc1, NN1CCN(S(=O)(=O)c2ccc3cc(Cl)ccc3c2)CC1=O, O=C1CCN(c2cccnc2)CC1. Yields the product O=C1CN(S(=O)(=O)c2ccc3cc(Cl)ccc3c2)CCN1N=C1CCN(c2cccnc2)CC1. As a reaction SMILES: [CH3:36][c:37]1[cH:38][cH:39][cH:40][cH:41][cH:42]1.[NH2:1][N:2]1[C:3](=[O:22])[CH2:4][N:5]([S:8](=[O:9])(=[O:10])[c:11]2[cH:12][c:13]3[cH:14][cH:15][c:16]([Cl:21])[cH:17][c:18]3[cH:19][cH:20]2)[CH2:6][CH2:7]1.[n:23]1[cH:24][c:25]([N:29]2[CH2:30][CH2:31][C:32](=[O:35])[CH2:33][CH2:34]2)[cH:26][cH:27][cH:28]1>>[N:1]([N:2]1[C:3](=[O:22])[CH2:4][N:5]([S:8](=[O:9])(=[O:10])[c:11]2[cH:12][c:13]3[cH:14][cH:15][c:16]([Cl:21])[cH:17][c:18]3[cH:19][cH:20]2)[CH2:6][CH2:7]1)=[C:32]1[CH2:31][CH2:30][N:29]([c:25]2[cH:24][n:23][cH:28][cH:27][cH:26]2)[CH2:34][CH2:33]1. Procedure details: The resulting Grignard reagent was cooled to room temperature and was added dropwise over 20 minutes with 22.1 g (0.1 mol) of 2-tert.-butyl-4,5-dichloro-3(2H)-pyridazinone dissolved in 200 ml of dry toluene. After completion of adding, the reaction liquid was subjected to reaction for 1.5 hours at room temperature and then poured into a solution of 100 ml of conc. hydrochloric acid in 900 ml of ice-water to effect extraction. The resulting organic layer was then washed with 500 ml of 10% aqueous... The solvent is ice water. Product: C(C)(C)(C)N1N=CC(=C(C1=O)C)Cl (2-tert.-butyl-5-chloro-4-methyl-3(2H)-pyridazinone). As a reaction SMILES: [C:1]([N:5]1[C:10](=[O:11])[C:9](Cl)=[C:8]([Cl:13])[CH:7]=[N:6]1)([CH3:4])([CH3:3])[CH3:2].Cl.[C:15]1(C)C=CC=CC=1>>[C:1]([N:5]1[C:10](=[O:11])[C:9]([CH3:15])=[C:8]([Cl:13])[CH:7]=[N:6]1)([CH3:4])([CH3:3])[CH3:2]. Starting materials: Grignard reagent, C1(=CC=CC=C1)C (toluene), C(C)(C)(C)N1N=CC(=C(C1=O)Cl)Cl (2-tert.-butyl-4,5-dichloro-3(2H)-pyridazinone), Cl (hydrochloric acid). Reactants: [N+](=O)([O-])C1=CC=C(C=C1)NN (p-Nitrophenylhydrazine), CN(C(=O)Cl)C1=C2C(N(C(C2=CC=C1)=O)C)=O (N-methyl-N-(2-methyl-1,3-dioxoisoindolin-4-yl) carbamoyl chloride), N1=CC=CC=C1 (pyridine). The solvent is C(C)#N (acetonitrile). Run at time 4 hour. The product is [N+](=O)([O-])C1=CC=C(C=C1)NNC(=O)N(C1=C2C(N(C(C2=CC=C1)=O)C)=O)C (1-p-Nitrophenyl-4-methyl-4-(2-methyl-1,3-dioxoisoindolin-4-yl)semicarbazid). Yield: 70.4%. As a reaction SMILES: [N+:1]([C:4]1[CH:9]=[CH:8][C:7]([NH:10][NH2:11])=[CH:6][CH:5]=1)([O-:3])=[O:2].[CH3:12][N:13]([C:17]1[CH:25]=[CH:24][CH:23]=[C:22]2[C:18]=1[C:19](=[O:28])[N:20]([CH3:27])[C:21]2=[O:26])[C:14](Cl)=[O:15].N1C=CC=CC=1>C(#N)C>[N+:1]([C:4]1[CH:5]=[CH:6][C:7]([NH:10][NH:11][C:14]([N:13]([CH3:12])[C:17]2[CH:25]=[CH:24][CH:23]=[C:22]3[C:18]=2[C:19](=[O:28])[N:20]([CH3:27])[C:21]3=[O:26])=[O:15])=[CH:8][CH:9]=1)([O-:3])=[O:2]. Procedure details: p-Nitrophenylhydrazine (1.5 g, 10 mmole), N-methyl-N-(2-methyl-1,3-dioxoisoindolin-4-yl) carbamoyl chloride (2.5 g, 10 mmole) and 2 ml pyridine were combined in 25 ml dry acetonitrile, heated to reflux, then stirred at room temperature for 4 hours. The solid formed was collected and washed with ether to give 2.6 g of product, m.p. 194°-196° C. Starting materials: ClCCl, COC(=O)C(Cc1ccccc1)NC=O, O=C(Cl)Cl. Yields the product [C-]#[N+]C(Cc1ccccc1)C(=O)OC. RXN SMILES: [CH2:20]([Cl:21])[Cl:22].[CH3:5][O:6][C:7]([CH:8]([NH:9][CH:10]=[O:11])[CH2:12][c:13]1[cH:14][cH:15][cH:16][cH:17][cH:18]1)=[O:19].[Cl:1][C:2](=[O:3])[Cl:4]>>[CH3:5][O:6][C:7]([CH:8]([N+:9]#[C-:10])[CH2:12][c:13]1[cH:14][cH:15][cH:16][cH:17][cH:18]1)=[O:19]. The reactants are Brc1ccc(CC2CO2)cc1, C1COCCO1, O. Yields the product OCC(O)Cc1ccc(Br)cc1. Reaction SMILES: [Br:1][c:2]1[cH:3][cH:4][c:5]([CH2:8][CH:9]2[O:10][CH2:11]2)[cH:6][cH:7]1.[CH2:13]1[O:14][CH2:15][CH2:16][O:17][CH2:18]1.[OH2:12]>>[Br:1][c:2]1[cH:3][cH:4][c:5]([CH2:8][CH:9]([CH2:11][OH:10])[OH:12])[cH:6][cH:7]1. Starting materials: SC1=CNC2=CC=CC=C12 (3-mercaptoindole), C(C#CC)(=O)O (tetrolic acid). Yields the product N1C=C(C2=CC=CC=C12)S\C(=C/C(=O)O)\C (3-(Indol-3-ylthio)crotonic acid). RXN SMILES: [SH:1][C:2]1[C:10]2[C:5](=[CH:6][CH:7]=[CH:8][CH:9]=2)[NH:4][CH:3]=1.[C:11]([OH:16])(=[O:15])[C:12]#[C:13][CH3:14]>>[NH:4]1[C:5]2[C:10](=[CH:9][CH:8]=[CH:7][CH:6]=2)[C:2]([S:1]/[C:13](/[CH3:14])=[CH:12]\[C:11]([OH:16])=[O:15])=[CH:3]1. Procedure: -- By the same method as described in Example 1, 0.2 mole each of 3-mercaptoindole and tetrolic acid gives 10.2 g of product after recrystallization from acetonitrile, mp 201°-202° C.